From a dataset of the Open Reaction Database (ORD), a public repository of structured organic reaction records. describe an organic reaction: reactants, conditions, products, and yield The reactants are COC=1C=C(CN)C=CC1OC (3,4-dimethoxybenzylamine), ClC=1N=C(C2=C(N1)SC(=C2)CC)Cl (2,4-dichloro-6-ethyl-thieno-[2,3-d]-pyrimidine). Yields the product ClC=1N=C(C2=C(N1)SC(=C2)CC)NCC2=CC(=C(C=C2)OC)OC (2-chloro-6-ethyl-4-(3,4-dimethoxybenzylamino)-thieno-[2,3-d]-pyrimidine). Reaction SMILES: [CH3:1][O:2][C:3]1[CH:4]=[C:5]([CH:8]=[CH:9][C:10]=1[O:11][CH3:12])[CH2:6][NH2:7].[Cl:13][C:14]1[N:15]=[C:16](Cl)[C:17]2[CH:22]=[C:21]([CH2:23][CH3:24])[S:20][C:18]=2[N:19]=1>>[Cl:13][C:14]1[N:15]=[C:16]([NH:7][CH2:6][C:5]2[CH:8]=[CH:9][C:10]([O:11][CH3:12])=[C:3]([O:2][CH3:1])[CH:4]=2)[C:17]2[CH:22]=[C:21]([CH2:23][CH3:24])[S:20][C:18]=2[N:19]=1. Procedure: Following the procedure of Example 1, the reaction of 3,4-dimethoxybenzylamine with 2,4-dichloro-6-ethyl-thieno-[2,3-d]-pyrimidine yields 2-chloro-6-ethyl-4-(3,4-dimethoxybenzylamino)-thieno-[2,3-d]-pyrimidine. Starting materials: ClCCl, COc1cc(CC(=O)OC(C)(C)C)ccc1N, Cc1ccccc1N=C=O. Yields the product COc1cc(CC(=O)OC(C)(C)C)ccc1NC(=O)Nc1ccccc1C. As a reaction SMILES: [CH2:28]([Cl:29])[Cl:30].[NH2:1][c:2]1[c:3]([O:16][CH3:17])[cH:4][c:5]([CH2:8][C:9](=[O:10])[O:11][C:12]([CH3:13])([CH3:14])[CH3:15])[cH:6][cH:7]1.[c:18]1([CH3:27])[c:19]([N:24]=[C:25]=[O:26])[cH:20][cH:21][cH:22][cH:23]1>>[NH:1]([c:2]1[c:3]([O:16][CH3:17])[cH:4][c:5]([CH2:8][C:9](=[O:10])[O:11][C:12]([CH3:13])([CH3:14])[CH3:15])[cH:6][cH:7]1)[C:25]([NH:24][c:19]1[c:18]([CH3:27])[cH:23][cH:22][cH:21][cH:20]1)=[O:26].